This data is from the Open Reaction Database (ORD), a public repository of structured organic reaction records. The task is: describe an organic reaction: reactants, conditions, products, and yield Reactants: NC1=NC=C(C(=N1)Cl)C#N (2-amino-4-chloropyrimidine-5-carbonitrile), CCN(C(C)C)C(C)C (DIPEA), crude mixture, FC=1C=CC2=C(N(C(=N2)[C@H](C)N)C2=CC=CC=C2)C1 ((S)-1-(6-fluoro-1-phenyl-1H-benzoimidazol-2-yl)ethylamine). Run in CC(C)O (IPA), CO (MeOH). The product is NC1=NC=C(C(=N1)N[C@@H](C)C1=NC2=C(N1C1=CC=CC=C1)C=C(C=C2)F)C#N (2-Amino-4-[(S)-1-(6-fluoro-1-phenyl-1H-benzoimidazol-2-yl)-ethylamino]-pyrimidine-5-carbonitrile). Yield: 63.0%. As a reaction SMILES: [F:1][C:2]1[CH:3]=[CH:4][C:5]2[N:9]=[C:8]([C@@H:10]([NH2:12])[CH3:11])[N:7]([C:13]3[CH:18]=[CH:17][CH:16]=[CH:15][CH:14]=3)[C:6]=2[CH:19]=1.[NH2:20][C:21]1[N:26]=[C:25](Cl)[C:24]([C:28]#[N:29])=[CH:23][N:22]=1.CCN(C(C)C)C(C)C>CC(O)C.CO>[NH2:20][C:21]1[N:26]=[C:25]([NH:12][C@H:10]([C:8]2[N:7]([C:13]3[CH:14]=[CH:15][CH:16]=[CH:17][CH:18]=3)[C:6]3[CH:19]=[C:2]([F:1])[CH:3]=[CH:4][C:5]=3[N:9]=2)[CH3:11])[C:24]([C:28]#[N:29])=[CH:23][N:22]=1. Reported procedure: A mixture of (S)-1-(6-fluoro-1-phenyl-1H-benzoimidazol-2-yl)ethylamine.2HCl (85 mg, 0.259 mmol), 2-amino-4-chloropyrimidine-5-carbonitrile (40 mg, 0.26 mmol) and DIPEA (222 μL, 1.29 mmol) in IPA (0.75 mL) was heated at 90° C. in a sealed vial for 21 h. After cooling to RT, the crude mixture was diluted with MeOH and loaded into an Isolute®SCX-2 cartridge. The cartridge was washed with MeOH followed by 2M NH3/MeOH. The basic fractions were combined, concentrated in vacuo and the resulting residue...